From a dataset of the Open Reaction Database (ORD), a public repository of structured organic reaction records. describe an organic reaction: reactants, conditions, products, and yield The reactants are C(C)I (Ethyl iodide), ClC1=C(C=CC=C1)N1N=C2C(N=C(N(C2=O)CC(F)(F)F)C)=C1C1=CC=C(C=C1)O (2-(2-chlorophenyl)-3-(4-hydroxyphenyl)-5-methyl-6-(2,2,2-trifluoroethyl)-2,6-dihydropyrazolo[4,3-d]pyrimidin-7-one), C(=O)([O-])[O-].[Cs+].[Cs+] (Cs2CO3). The solvent is CN1CCCC1=O (NMP), C(CC(O)(C(=O)O)CC(=O)O)(=O)O (citric acid). Reaction conditions: time 5 hour. Product: ClC1=C(C=CC=C1)N1N=C2C(N=C(N(C2=O)CC(F)(F)F)C)=C1C1=CC=C(C=C1)OCC (2-(2-Chlorophenyl)-3-(4-ethoxyphenyl)-5-methyl-6-(2,2,2-trifluoroethyl)-2,6-dihydropyrazolo[4,3-d]pyrimidin-7-one). As a reaction SMILES: [CH2:1](I)[CH3:2].[Cl:4][C:5]1[CH:10]=[CH:9][CH:8]=[CH:7][C:6]=1[N:11]1[C:26]([C:27]2[CH:32]=[CH:31][C:30]([OH:33])=[CH:29][CH:28]=2)=[C:14]2[N:15]=[C:16]([CH3:25])[N:17]([CH2:20][C:21]([F:24])([F:23])[F:22])[C:18](=[O:19])[C:13]2=[N:12]1.C([O-])([O-])=O.[Cs+].[Cs+]>CN1C(=O)CCC1.C(O)(=O)CC(CC(O)=O)(C(O)=O)O>[Cl:4][C:5]1[CH:10]=[CH:9][CH:8]=[CH:7][C:6]=1[N:11]1[C:26]([C:27]2[CH:28]=[CH:29][C:30]([O:33][CH2:1][CH3:2])=[CH:31][CH:32]=2)=[C:14]2[N:15]=[C:16]([CH3:25])[N:17]([CH2:20][C:21]([F:24])([F:22])[F:23])[C:18](=[O:19])[C:13]2=[N:12]1 |f:2.3.4|. Procedure: Ethyl iodide (88 μL, 1.1 mmol) was added to a mixture of 2-(2-chlorophenyl)-3-(4-hydroxyphenyl)-5-methyl-6-(2,2,2-trifluoroethyl)-2,6-dihydropyrazolo[4,3-d]pyrimidin-7-one (6A-1, 50 mg, 0.11 mmol), Cs2CO3 (55 mg, 0.17 mmol) in NMP (2 ml) at 85° C. The reaction mixture was stirred at this temperature for 5 h, cooled to room temperature, and diluted with 0.5 M citric acid. The aqueous solution was extracted with EtOAc (2×), and the combined organic extracts were washed with 1 M K2CO3, saturated aq... The reactants are C(C)(=O)O.COP(=O)(CC(CC(C)C)C(N[C@@H](CC(C)C)C(NC)=O)=O)CN ((aminomethyl)[(RS)-4-methyl-2-[[(S)-3-methyl-1-(methylcarbamoyl)butyl]carbamoyl]pentyl]phosphinic acid methyl ester acetate), [N+](=O)([O-])C1=C2C(C(=O)OC2=O)=CC=C1 (3-nitrophthalic anhydride). The product is COP(=O)CN1C(C=2C(C1=O)=C(C=CC2)[N+](=O)[O-])=O ([(3-nitrophthalimido)methyl]phosphinic acid methyl ester). As a reaction SMILES: C(O)(=O)C.[CH3:5][O:6][P:7]([CH2:27][NH2:28])(CC(C(=O)N[C@H](C(=O)NC)CC(C)C)CC(C)C)=[O:8].[N+:29]([C:32]1[CH:42]=[CH:41][CH:40]=[C:34]2[C:35]([O:37][C:38](=[O:39])[C:33]=12)=O)([O-:31])=[O:30]>>[CH3:5][O:6][PH:7]([CH2:27][N:28]1[C:38](=[O:39])[C:33]2=[C:32]([N+:29]([O-:31])=[O:30])[CH:42]=[CH:41][CH:40]=[C:34]2[C:35]1=[O:37])=[O:8] |f:0.1|. Procedure details: In a manner analogous to that described in Example 3(A), from 0.23 g of (aminomethyl)[(RS)-4-methyl-2-[[(S)-3-methyl-1-(methylcarbamoyl)butyl]carbamoyl]pentyl]phosphinic acid methyl ester acetate and 0.105 g of 3-nitrophthalic anhydride, there was obtained 0.105 g of [4-methyl-2-(methylcarbamoyl)butyl]carbamoyl]pentyl][(3-nitrophthalimido)methyl]phosphinic acid methyl ester in the form of a pale yellow foam. Reactants: COC(Cc1cccc(OCCCOc2ccccc2)c1)C(=O)O, COc1cccc(O)c1, COC(Cc1ccc(OCCCOc2ccccc2)cc1)C(=O)O. Yields the product COc1cccc(OCCCOc2cccc(CC(OC)C(=O)O)c2)c1. RXN SMILES: [CH3:1][O:2][CH:3]([C:4](=[O:5])[OH:6])[CH2:7][c:8]1[cH:9][c:10]([O:14][CH2:15][CH2:16][CH2:17][O:18][c:19]2[cH:20][cH:21][cH:22][cH:23][cH:24]2)[cH:11][cH:12][cH:13]1.[CH3:25][O:26][c:27]1[cH:28][c:29]([OH:30])[cH:31][cH:32][cH:33]1.[CH3:34][O:35][CH:36]([CH2:37][c:38]1[cH:39][cH:40][c:41]([O:42][CH2:43][CH2:44][CH2:45][O:46][c:47]2[cH:48][cH:49][cH:50][cH:51][cH:52]2)[cH:53][cH:54]1)[C:55]([OH:56])=[O:57]>>[CH3:1][O:2][CH:3]([C:4](=[O:5])[OH:6])[CH2:7][c:8]1[cH:9][c:10]([O:14][CH2:15][CH2:16][CH2:17][O:18][c:19]2[cH:20][c:21]([O:26][CH3:25])[cH:22][cH:23][cH:24]2)[cH:11][cH:12][cH:13]1. Reactants: BrC=1SC=2CC3=C(C2C1)N(N=C3C3=CC=C(C=C3)OC)COCC[Si](C)(C)C (2-Bromo-6-(4-methoxy-phenyl)-4-(2-trimethylsilanyl-ethoxymethyl)-4,7-dihydro-1-thia-4,5-diaza-cyclopenta[a]pentalene), CN1CCN(CC1)C1=NC=C(C=C1)B1OC(C(O1)(C)C)(C)C (1-Methyl-4-[5-(4,4,5,5-tetramethyl-[1,3,2]dioxaborolan-2-yl)-pyridin-2-yl]-piperazine), C(=O)([O-])[O-].[Na+].[Na+] (Na2CO3). The reagents and catalysts are Cl[Pd]([P](C1=CC=CC=C1)(C2=CC=CC=C2)C3=CC=CC=C3)([P](C4=CC=CC=C4)(C5=CC=CC=C5)C6=CC=CC=C6)Cl (Pd(PPh3)2Cl2). Solvent: C1(=CC=CC=C1)C.C(C)O (toluene ethanol). Reaction conditions: temperature 100 celsius. Product: COC1=CC=C(C=C1)C1=NN(C2=C1CC=1SC(=CC21)C=2C=NC(=CC2)N2CCN(CC2)C)COCC[Si](C)(C)C (6-(4-Methoxy-phenyl)-2-[6-(4-methyl-piperazin-1-yl)-pyridin-3-yl]-4-(2-trimethylsilanyl-ethoxymethyl)-4,7-dihydro-1-thia-4,5-diaza-cyclopenta[a]pentalene). Yield: 60.0%. RXN SMILES: Br[C:2]1[S:3][C:4]2[CH2:5][C:6]3[C:12]([C:13]4[CH:18]=[CH:17][C:16]([O:19][CH3:20])=[CH:15][CH:14]=4)=[N:11][N:10]([CH2:21][O:22][CH2:23][CH2:24][Si:25]([CH3:28])([CH3:27])[CH3:26])[C:7]=3[C:8]=2[CH:9]=1.[CH3:29][N:30]1[CH2:35][CH2:34][N:33]([C:36]2[CH:41]=[CH:40][C:39](B3OC(C)(C)C(C)(C)O3)=[CH:38][N:37]=2)[CH2:32][CH2:31]1.C([O-])([O-])=O.[Na+].[Na+]>C1(C)C=CC=CC=1.C(O)C.Cl[Pd](Cl)([P](C1C=CC=CC=1)(C1C=CC=CC=1)C1C=CC=CC=1)[P](C1C=CC=CC=1)(C1C=CC=CC=1)C1C=CC=CC=1>[CH3:20][O:19][C:16]1[CH:17]=[CH:18][C:13]([C:12]2[C:6]3[CH2:5][C:4]4[S:3][C:2]([C:39]5[CH:38]=[N:37][C:36]([N:33]6[CH2:32][CH2:31][N:30]([CH3:29])[CH2:35][CH2:34]6)=[CH:41][CH:40]=5)=[CH:9][C:8]=4[C:7]=3[N:10]([CH2:21][O:22][CH2:23][CH2:24][Si:25]([CH3:28])([CH3:27])[CH3:26])[N:11]=2)=[CH:14][CH:15]=1 |f:2.3.4,5.6,^1:69,88|. Procedure details: A mixture of the corresponding 2-Bromo-6-(4-methoxy-phenyl)-4-(2-trimethylsilanyl-ethoxymethyl)-4,7-dihydro-1-thia-4,5-diaza-cyclopenta[a]pentalene (0.75 g, 1.5 mmol), 1-Methyl-4-[5-(4,4,5,5-tetramethyl-[1,3,2]dioxaborolan-2-yl)-pyridin-2-yl]-piperazine (0.5 g, 17 mmol), Na2CO3 (2 M, 3.6 mL), and Pd(PPh3)2Cl2 (110 mg, 0.15 mmol) in toluene/ethanol (1:1, 12 mL) was heated at 100° C. for 8 hr. The solution was cooled to room temperature and extracted with ethyl acetate. The target product was puri... Starting materials: NNC(=O)c1ccccc1, O=C1OC(=O)c2ccccc21, c1ccccc1. Product: O=C(NNC(=O)c1ccccc1C(=O)O)c1ccccc1. RXN SMILES: [C:1]([c:2]1[cH:3][cH:4][cH:5][cH:6][cH:7]1)(=[O:8])[NH:9][NH2:10].[O:11]=[C:12]1[O:13][C:14](=[O:15])[c:16]2[cH:17][cH:18][cH:19][cH:20][c:21]21.[cH:22]1[cH:23][cH:24][cH:25][cH:26][cH:27]1>>[C:1]([c:2]1[cH:3][cH:4][cH:5][cH:6][cH:7]1)(=[O:8])[NH:9][NH:10][C:14](=[O:15])[c:16]1[cH:17][cH:18][cH:19][cH:20][c:21]1[C:12](=[O:11])[OH:13]. Reactants: C(C1=CC=CC=C1)OC=1C=CC2=C(S[C@@H]([C@@H](O2)C2=CC=C(OC[C@H](C)N3CCCC3)C=C2)C2=CC=C(C=C2)O[Si](C(C)C)(C(C)C)C(C)C)C1 (1-{(1S)-2-[4-((2S,3R)-6-(benzyloxy)-3-{4-[(triisopropylsilyl)oxy]phenyl}-2,3-dihydro-1,4-benzoxathiin-2-yl)phenoxy]-1-methylethyl}pyrolidine), C(=O)[O-].[NH4+] (ammonium formate). Reagents/catalysts: [Pd] (palladium black). Solvent: CCO.CCOC(=O)C.O (EtOH EtOAc H2O). Reaction conditions: temperature 80 celsius. Yields the product OC1=CC=C(C=C1)[C@@H]1[C@@H](OC2=C(S1)C=C(C=C2)O)C2=CC=C(C=C2)OC[C@H](C)N2CCCC2 ((2S,3R)-3-(4-hydroxyphenyl)-2-(4-{[(2S)-2-pyrrolidin-1-ylpropyl]oxy}phenyl)-2,3-dihydro-1,4-benzoxathiin-6-ol). RXN SMILES: C([O:8][C:9]1[CH:10]=[CH:11][C:12]2[O:17][C@@H:16]([C:18]3[CH:32]=[CH:31][C:21]([O:22][CH2:23][C@@H:24]([N:26]4[CH2:30][CH2:29][CH2:28][CH2:27]4)[CH3:25])=[CH:20][CH:19]=3)[C@@H:15]([C:33]3[CH:38]=[CH:37][C:36]([O:39][Si](C(C)C)(C(C)C)C(C)C)=[CH:35][CH:34]=3)[S:14][C:13]=2[CH:50]=1)C1C=CC=CC=1.C([O-])=O.[NH4+]>CCO.CCOC(C)=O.O.[Pd]>[OH:39][C:36]1[CH:37]=[CH:38][C:33]([C@H:15]2[S:14][C:13]3[CH:50]=[C:9]([OH:8])[CH:10]=[CH:11][C:12]=3[O:17][C@H:16]2[C:18]2[CH:32]=[CH:31][C:21]([O:22][CH2:23][C@@H:24]([N:26]3[CH2:30][CH2:29][CH2:28][CH2:27]3)[CH3:25])=[CH:20][CH:19]=2)=[CH:34][CH:35]=1 |f:1.2,3.4.5|. Procedure details: A stirred mixture of 102 mg (0.14 mmol) of compound 10a, generated in Example 10, Step A, 30.6 mg (0.29 mmol) of palladium black and 181.2 mg (0.29 mmol) ammonium formate in 3 mL of EtOH/EtOAc/H2O (7:2:1) was heated at 80° C. for 2 h. The reaction mixture was filtered through a pad of Celite® to remove the catalyst, washed thoroughly with EtOH/EtOAc/H2O (7:2:1), and the filtrate was partitioned between water and EtOAc. The organic phase was separated, dried over Na2SO4, filtered, evaporated, and... The reactants are BrC1=CC=C(C=N1)C(=O)N1CCN(CC1)C1=NC=C(C=C1C)C1CC1 ((6-bromopyridin-3-yl) [4-(5-cyclopropyl-3-methylpyridin-2-yl)piperazin-1-yl]methanone), CN1C(NC(C1=O)C)=O (3,5-dimethylimidazolidine-2,4-dione). Yields the product C1(CC1)C=1C=C(C(=NC1)N1CCN(CC1)C(=O)C=1C=CC(=NC1)N1C(N(C(C1C)=O)C)=O)C (1-{5-[4-(5-cyclopropyl-3-methylpyridin-2-yl)piperazine-1-carbonyl]pyridin-2-yl}-3,5-dimethylimidazolidine-2,4-dione). Isolated yield 11.6%. RXN SMILES: Br[C:2]1[N:7]=[CH:6][C:5]([C:8]([N:10]2[CH2:15][CH2:14][N:13]([C:16]3[C:21]([CH3:22])=[CH:20][C:19]([CH:23]4[CH2:25][CH2:24]4)=[CH:18][N:17]=3)[CH2:12][CH2:11]2)=[O:9])=[CH:4][CH:3]=1.[CH3:26][N:27]1[C:31](=[O:32])[CH:30]([CH3:33])[NH:29][C:28]1=[O:34]>>[CH:23]1([C:19]2[CH:20]=[C:21]([CH3:22])[C:16]([N:13]3[CH2:14][CH2:15][N:10]([C:8]([C:5]4[CH:4]=[CH:3][C:2]([N:29]5[CH:30]([CH3:33])[C:31](=[O:32])[N:27]([CH3:26])[C:28]5=[O:34])=[N:7][CH:6]=4)=[O:9])[CH2:11][CH2:12]3)=[N:17][CH:18]=2)[CH2:25][CH2:24]1. Reported procedure: Using (6-bromopyridin-3-yl) [4-(5-cyclopropyl-3-methylpyridin-2-yl)piperazin-1-yl]methanone (100 mg) described in Preparation Example 144 and 3,5-dimethylimidazolidine-2,4-dione (64 mg) described in Preparation Example 217 and by the reaction and treatment in the same manner as in Example 536, the title compound (13 mg) was obtained. The reactants are ice water, Cl (hydrogen chloride), C([O-])([O-])=O.[K+].[K+] (Potassium carbonate), OC=1C=C2C=CC=NC2=CC1 (6-hydroxyquinoline), [I-].[Na+] (Sodium iodide), ClCCCN(CCC=1C=NC=CC1)CC1=C(C=CC=C1)C (N-(3-chloropropyl)-N-(2-methylbenzyl)-N-(2-pyridin-3-ylethyl)amine). The solvent is C(C)(=O)OCC (ethyl acetate), C(C)(=O)OCC (ethyl acetate), CN(C)C=O (DMF). Reaction conditions: temperature 60 celsius, time 1 hour. Yields the product Cl.Cl.Cl.CC1=C(CN(CCCOC=2C=C3C=CC=NC3=CC2)CCC=2C=NC=CC2)C=CC=C1 (N-(2-methylbenzyl)-N-(2-pyridin-3-ylethyl)-N-[3-(quinolin-6-yloxy)propyl]amine trihydrochloride). RXN SMILES: [I-].[Na+].[Cl:3][CH2:4][CH2:5][CH2:6][N:7]([CH2:16][C:17]1[CH:22]=[CH:21][CH:20]=[CH:19][C:18]=1[CH3:23])[CH2:8][CH2:9][C:10]1[CH:11]=[N:12][CH:13]=[CH:14][CH:15]=1.C(=O)([O-])[O-].[K+].[K+].[OH:30][C:31]1[CH:32]=[C:33]2[C:38](=[CH:39][CH:40]=1)[N:37]=[CH:36][CH:35]=[CH:34]2.[ClH:41]>C(OCC)(=O)C.CN(C=O)C>[ClH:3].[ClH:41].[ClH:3].[CH3:23][C:18]1[CH:19]=[CH:20][CH:21]=[CH:22][C:17]=1[CH2:16][N:7]([CH2:8][CH2:9][C:10]1[CH:11]=[N:12][CH:13]=[CH:14][CH:15]=1)[CH2:6][CH2:5][CH2:4][O:30][C:31]1[CH:32]=[C:33]2[C:38](=[CH:39][CH:40]=1)[N:37]=[CH:36][CH:35]=[CH:34]2 |f:0.1,3.4.5,10.11.12.13|. Procedure: Sodium iodide (113 mg) was added to a DMF solution (5 ml) of N-(3-chloropropyl)-N-(2-methylbenzyl)-N-(2-pyridin-3-ylethyl)amine (151 mg), and stirred at 60° C. for 1 hours. The reaction mixture was cooled to room temperature. Potassium carbonate (104 mg) and 6-hydroxyquinoline (87 mg) were then added to the reaction mixture and stirred at 60° C. for 24 hours. The reaction mixture was added to ice water, and the extraction with ethyl acetate was performed. The organic layer was washed with a satu... Starting materials: C1CCOC1, COC(=O)CCC(C(N)=O)N1Cc2c(O)cccc2C1=O, CC(C)OC(=O)N=NC(=O)OC(C)C, OCc1cccc(CN2CCOCC2)c1, c1ccc(P(c2ccccc2)c2ccccc2)cc1. Yields the product COC(=O)CCC(C(N)=O)N1Cc2c(OCc3cccc(CN4CCOCC4)c3)cccc2C1=O. As a reaction SMILES: [CH2:70]1[O:71][CH2:72][CH2:73][CH2:74]1.[CH3:1][O:2][C:3]([CH2:4][CH2:5][CH:6]([N:7]1[C:8](=[O:17])[c:9]2[cH:10][cH:11][cH:12][c:13]([OH:16])[c:14]2[CH2:15]1)[C:18]([NH2:19])=[O:20])=[O:21].[O:41]=[C:42]([O:43][CH:44]([CH3:45])[CH3:46])[N:47]=[N:48][C:49]([O:50][CH:51]([CH3:52])[CH3:53])=[O:54].[O:55]1[CH2:56][CH2:57][N:58]([CH2:61][c:62]2[cH:63][c:64]([CH2:68][OH:69])[cH:65][cH:66][cH:67]2)[CH2:59][CH2:60]1.[c:22]1([P:23]([c:24]2[cH:25][cH:26][cH:27][cH:28][cH:29]2)[c:30]2[cH:31][cH:32][cH:33][cH:34][cH:35]2)[cH:36][cH:37][cH:38][cH:39][cH:40]1>>[CH3:1][O:2][C:3]([CH2:4][CH2:5][CH:6]([N:7]1[C:8](=[O:17])[c:9]2[cH:10][cH:11][cH:12][c:13]([O:16][CH2:68][c:64]3[cH:63][c:62]([CH2:61][N:58]4[CH2:57][CH2:56][O:55][CH2:60][CH2:59]4)[cH:67][cH:66][cH:65]3)[c:14]2[CH2:15]1)[C:18]([NH2:19])=[O:20])=[O:21]. Starting materials: COC(CC1=CC=C(C=C1)O)=O (4-hydroxyphenylacetic acid methyl ester), N1C=NC=C1 (1H-imidazole), Cl[Si](C)(C)C(C)(C)C (chloro-tert-butyldimethylsilane). Run in CN(C)C=O (DMF). The product is [Si](C)(C)(C(C)(C)C)OC1=CC=C(C=C1)CC(=O)OC (Methyl 2-(4-(tert-butyldimethylsilyloxy)phenyl)acetate). Reaction SMILES: [CH3:1][O:2][C:3](=[O:12])[CH2:4][C:5]1[CH:10]=[CH:9][C:8]([OH:11])=[CH:7][CH:6]=1.N1C=CN=C1.Cl[Si:19]([C:22]([CH3:25])([CH3:24])[CH3:23])([CH3:21])[CH3:20]>CN(C=O)C>[Si:19]([O:11][C:8]1[CH:9]=[CH:10][C:5]([CH2:4][C:3]([O:2][CH3:1])=[O:12])=[CH:6][CH:7]=1)([C:22]([CH3:25])([CH3:24])[CH3:23])([CH3:21])[CH3:20]. Procedure: A solution of 4-hydroxyphenylacetic acid methyl ester (2000 mg, 12036 μmol), 1H-imidazole (2048 μl, 18053 μmol), and chloro-tert-butyldimethylsilane (1814 mg, 12036 μmol) in DMF (10 mL) was stirred at 23° C. for 18 h. The mixture was partitioned between EtOAc (50 mL) and 5% NaHCO3 (25 mL). The organic layer was dried over MgSO4 and concentrated to a colorless oil from toluene under reduced pressure. MS (ESI pos. ion) m/z (MH+): 281. Calc'd exact mass for C15H24O3Si: 280.